This data is from the Open Reaction Database (ORD), a public repository of structured organic reaction records. The task is: describe an organic reaction: reactants, conditions, products, and yield Starting materials: COC(=O)CCCc1n[nH]c(=O)c2cc(OC)ccc12, CC#N, O=P(Cl)(Cl)Cl. The product is COC(=O)CCCc1nnc(Cl)c2cc(OC)ccc12. Reaction SMILES: [CH3:1][O:2][C:3]([CH2:4][CH2:5][CH2:6][c:7]1[n:8][nH:9][c:10](=[O:19])[c:11]2[cH:12][c:13]([O:17][CH3:18])[cH:14][cH:15][c:16]12)=[O:20].[CH3:26][C:27]#[N:28].[P:21]([Cl:22])([Cl:23])([Cl:24])=[O:25]>>[CH3:1][O:2][C:3]([CH2:4][CH2:5][CH2:6][c:7]1[n:8][n:9][c:10]([Cl:23])[c:11]2[cH:12][c:13]([O:17][CH3:18])[cH:14][cH:15][c:16]12)=[O:20]. The reactants are mixture, acyl chlorides, C(C=CC=CC=CC=CC=CCCCCCCCCC)(=O)N(CC(=O)O)C1=CC=C(C=C1)O (N-eicosapentaenoyl (4-hydroxyphenyl)-glycine), C(C=CC=CC=CC=CC=CC=CCCCCCCCCC)(=O)N(CC(=O)O)C1=CC=C(C=C1)O (N-docosahexaenoyl (4-hydroxyphenyl)-glycine). Yields the product OC1=CC=C(C=C1)NCC(=O)O ((4-hydroxyphenyl)-glycine). As a reaction SMILES: C([N:22]([C:27]1[CH:32]=[CH:31][C:30]([OH:33])=[CH:29][CH:28]=1)[CH2:23][C:24]([OH:26])=[O:25])(=O)C=CC=CC=CC=CC=CCCCCCCCCC.C(N(C1C=CC(O)=CC=1)CC(O)=O)(=O)C=CC=CC=CC=CC=CC=CCCCCCCCCC>>[OH:33][C:30]1[CH:31]=[CH:32][C:27]([NH:22][CH2:23][C:24]([OH:26])=[O:25])=[CH:28][CH:29]=1. Procedure details: The same procedure as in Example 5 but EPA-Cl was replaced by 4.2 g (0.012 mole) of the mixture of polyunsaturated fatty acyl chlorides as prepared in Example 4. Yield of the mixed product was about 88 percent, containing N-eicosapentaenoyl (4-hydroxyphenyl)-glycine and N-docosahexaenoyl (4-hydroxyphenyl)-glycine as the main components. The reactants are [OH-].[Li+] (lithium hydroxide), C([O-])([O-])=O.[K+].[K+] (Potassium carbonate), BrC=1C=C(C=C(C1)C1=CC=C(C=C1)OC)COC1=CC(=C(C=C1)OCC)C (5-Bromo-3-(4-ethoxy-3-methyl-phenoxymethyl)-4′-methoxy-biphenyl), FC(OC1=CC=C(C=C1)B(O)O)(F)F (4-trifluoromethoxyphenylboronic acid). The reagents and catalysts are C1(=CC=CC=C1)P(C1=CC=CC=C1)(C1=CC=CC=C1)[Pd](P(C1=CC=CC=C1)(C1=CC=CC=C1)C1=CC=CC=C1)(P(C1=CC=CC=C1)(C1=CC=CC=C1)C1=CC=CC=C1)P(C1=CC=CC=C1)(C1=CC=CC=C1)C1=CC=CC=C1 (tetrakis (triphenylphosphino)palladium). The solvent is C(C)O (ethanol), O (water), O1CCOCC1 (dioxane). Yields the product COC1=CC=C(C=C1)C1=CC(=CC(=C1)COC1=CC(=C(OCC(=O)O)C=C1)C)C1=CC=C(C=C1)OC(F)(F)F ([4-(4-methoxy-4″-trifluoromethoxy-[1,1′;3′,1″]terphenyl-5′-ylmethoxy)-2-methyl-phenoxy]-acetic acid). RXN SMILES: Br[C:2]1[CH:3]=[C:4]([CH2:16][O:17][C:18]2[CH:23]=[CH:22][C:21]([O:24][CH2:25]C)=[C:20]([CH3:27])[CH:19]=2)[CH:5]=[C:6]([C:8]2[CH:13]=[CH:12][C:11]([O:14][CH3:15])=[CH:10][CH:9]=2)[CH:7]=1.[F:28][C:29]([F:41])([F:40])[O:30][C:31]1[CH:36]=[CH:35][C:34](B(O)O)=[CH:33][CH:32]=1.[C:42](=[O:45])([O-])[O-:43].[K+].[K+].[OH-].[Li+]>O1CCOCC1.C1(P([Pd](P(C2C=CC=CC=2)(C2C=CC=CC=2)C2C=CC=CC=2)(P(C2C=CC=CC=2)(C2C=CC=CC=2)C2C=CC=CC=2)P(C2C=CC=CC=2)(C2C=CC=CC=2)C2C=CC=CC=2)(C2C=CC=CC=2)C2C=CC=CC=2)C=CC=CC=1.C(O)C.O>[CH3:15][O:14][C:11]1[CH:10]=[CH:9][C:8]([C:6]2[CH:5]=[C:4]([CH2:16][O:17][C:18]3[CH:23]=[CH:22][C:21]([O:24][CH2:25][C:42]([OH:43])=[O:45])=[C:20]([CH3:27])[CH:19]=3)[CH:3]=[C:2]([C:34]3[CH:35]=[CH:36][C:31]([O:30][C:29]([F:41])([F:40])[F:28])=[CH:32][CH:33]=3)[CH:7]=2)=[CH:13][CH:12]=1 |f:2.3.4,5.6|. Procedure details: 5-Bromo-3-(4-ethoxy-3-methyl-phenoxymethyl)-4′-methoxy-biphenyl 15 (50 mg, 0.11 mmol) and 4-trifluoromethoxyphenylboronic acid (30 mg, 0.15 mmol, 1.3 equiv.) are dissolved in dioxane (0.5 mL). Potassium carbonate (38 mg, 0.27 mmol), water (0.05 mL) and ethanol (0.05 mL) are added, followed by tetrakis (triphenylphosphino)palladium (15.6 mg, 0.13 mmol). The mixture is stirred under nitrogen and subjected to microwave (170° C. for 10 min). Cooling, addition of 0.25 mL of aqueous 1N lithium hydroxi... Reactants: CC(C)=CCC\C(\C)=C\CO (Geraniol), ClCCl (dichloromethane), C1(CCC(=O)O1)=O (succinic anhydride), N1=CC=CC=C1 (Pyridine). Reagents/catalysts: CN(C)C=1C=CN=CC1 (4-DMAP). Run at time 24 hour. The product is ClCC(=O)OC\C=C(\CCC=C(C)C)/C ((E)-3,7-dimethylocta-2,6-dienyl 2-chloroacetate). Isolated yield 99.0%. RXN SMILES: [CH3:1][C:2](=[CH:4][CH2:5][CH2:6]/[C:7](=[CH:9]/[CH2:10][OH:11])/[CH3:8])[CH3:3].[C:12]1(=[O:18])OC(=O)C[CH2:13]1.N1C=CC=CC=1.[Cl:25]CCl>CN(C1C=CN=CC=1)C>[Cl:25][CH2:13][C:12]([O:11][CH2:10]/[CH:9]=[C:7](\[CH3:8])/[CH2:6][CH2:5][CH:4]=[C:2]([CH3:1])[CH3:3])=[O:18]. Procedure: Geraniol [1] (1.542 g, 10 mmol), succinic anhydride (1.201 g, 12 mmol) and 4-DMAP (10 mg, cat) were suspended in anhydrous dichloromethane (50 ml) under an atmosphere of dry nitrogen. Pyridine (0.791 g, 10 mmol) was added and the reaction mixture was stirred for 24 hrs at room temperature. The reaction mixture was successively washed with 2N HCl and H2O, dried over Na2SO4 and the solvent was evaporated. Remaining volatile material was removed under reduced pressure (0.01 mbar) to yield product [... The reactants are C([O-])([O-])=O.[Na+].[Na+] (sodium carbonate), O.O.[Na].[Na].C(CN(CC(=O)O)CC(=O)O)N(CC(=O)O)CC(=O)O (ethylenediaminetetraacetic acid disodium dihydrate), BrC1=C(C=CC2=CC=CC=C12)N (1-bromo-2-aminonaphthalene), C(=O)(O)C=1C=C(C=CC1)B(O)O (3-carboxybenzeneboronic acid), C([O-])([O-])=O.[K+].[K+] (potassium carbonate). The reagents and catalysts are [Br-].C(CCC)[N+](CCCC)(CCCC)CCCC (tetrabutylammonium bromide), C(C)(=O)[O-].[Pd+2].C(C)(=O)[O-] (palladium(II) acetate). Run in C(C)(=O)O (acetic acid), O (water), O (water). The product is NC1=C(C2=CC=CC=C2C=C1)C=1C=C(C(=O)O)C=CC1 (3-(2-Aminonaphthalen-1-yl)benzoic acid). As a reaction SMILES: C(=O)([O-])[O-].[Na+].[Na+].O.O.[Na].[Na].C(N(CC(O)=O)CC(O)=O)CN(CC(O)=O)CC(O)=O.Br[C:32]1[C:41]2[C:36](=[CH:37][CH:38]=[CH:39][CH:40]=2)[CH:35]=[CH:34][C:33]=1[NH2:42].[C:43]([C:46]1[CH:47]=[C:48](B(O)O)[CH:49]=[CH:50][CH:51]=1)([OH:45])=[O:44].C(=O)([O-])[O-].[K+].[K+]>O.[Br-].C([N+](CCCC)(CCCC)CCCC)CCC.C([O-])(=O)C.[Pd+2].C([O-])(=O)C.C(O)(=O)C>[NH2:42][C:33]1[CH:34]=[CH:35][C:36]2[C:41](=[CH:40][CH:39]=[CH:38][CH:37]=2)[C:32]=1[C:50]1[CH:51]=[C:46]([CH:47]=[CH:48][CH:49]=1)[C:43]([OH:45])=[O:44] |f:0.1.2,3.4.5.6.7,10.11.12,14.15,16.17.18,^1:8,9|. Procedure: A freshly prepared solution of 112 mg (0.5 mmol) of palladium(II) acetate, 106 mg (1 mmol) of sodium carbonate and 186 mg (0.5 mmol) of ethylenediaminetetraacetic acid disodium dihydrate in 50 ml of water is added to a vigorously stirred mixture of 22.2 g (100 mmol) of 1-bromo-2-aminonaphthalene [20191-75-7], 18.3 g (110 mmol) of 3-carboxybenzeneboronic acid [25487-66-5], 27.6 g (200 mmol) of potassium carbonate and 645 mg (2 mmol) of tetrabutylammonium bromide in 300 ml of water, and the mixtur... Starting materials: O=C([O-])[O-], C=CCBr, C=CCOCC=C, Cc1cc(O)c(C(C)C)cc1Cl, [K+], [K+], Cc1cc(C)cc(C)c1. Product: C=CCc1c(C)c(Cl)cc(C(C)C)c1O. Reaction SMILES: [C:13](=[O:14])([O-:15])[O-:16].[CH2:19]([CH:20]=[CH2:21])[Br:22].[CH2:23]([O:24][CH2:25][CH:26]=[CH2:27])[CH:28]=[CH2:29].[Cl:1][c:2]1[cH:3][c:4]([CH:10]([CH3:11])[CH3:12])[c:5]([OH:9])[cH:6][c:7]1[CH3:8].[K+:17].[K+:18].[c:30]1([CH3:31])[cH:32][c:33]([CH3:34])[cH:35][c:36]([CH3:37])[cH:38]1>>[Cl:1][c:2]1[cH:3][c:4]([CH:10]([CH3:11])[CH3:12])[c:5]([OH:9])[c:6]([CH2:21][CH:20]=[CH2:19])[c:7]1[CH3:8]. Starting materials: C(C)(=O)N[C@@H](CC(C)C(F)(F)F)C(=O)O (N-acetyl-5,5,5-trifluoroleucine), [OH-].[Na+] (NaOH). Solvent: O (H2O). Run at time 22.5 minute. Product: C(C)(=O)N[C@H](CC(C)C(F)(F)F)C(=O)O (N-acetyl-5,5,5-trifluoro-D-leucine). As a reaction SMILES: [C:1]([NH:4][C@H:5]([C:13]([OH:15])=[O:14])[CH2:6][CH:7]([C:9]([F:12])([F:11])[F:10])[CH3:8])(=[O:3])[CH3:2].[OH-].[Na+]>O>[C:1]([NH:4][C@@H:5]([C:13]([OH:15])=[O:14])[CH2:6][CH:7]([C:9]([F:11])([F:12])[F:10])[CH3:8])(=[O:3])[CH3:2] |f:1.2|. Reported procedure: To a suspension of N-acetyl-5,5,5-trifluoroleucine (4.2 g, 18.5 mmol) in H2O (35 mL) was added 1 M aqueous NaOH (18.5 mL, 18.5 mmol) and the mixture was stirred for 15 to 30 min to give a homogenous solution. Acylase I (EC 3.5.1.14, from Sigma, Cat. # A 3010; 55 mg) was added and the mixture was stirred at room temperature overnight. Crude NMR of a small aliquot (evaporated under vacuum) showed a ratio of 53:47 for starting material and product. The mixture was then acidified with 6M aqueous HCl...